From a dataset of the Open Reaction Database (ORD), a public repository of structured organic reaction records. describe an organic reaction: reactants, conditions, products, and yield Reactants: CC(c1ccccn1)N1CCN(c2c(Br)cnc(N)c2[N+](=O)[O-])CC1, Nc1ncc(Br)c(Cl)c1[N+](=O)[O-], Brc1ccccn1, C1CNCCN1, CC(C)O, CCN(C(C)C)C(C)C, ClCCl, O=C(O)C(F)(F)F, c1cncnc1, CC(C)(C)OC(=O)N1CCN(Cc2cncnc2)CC1. The product is Nc1ncc(Br)c(N2CCN(Cc3cncnc3)CC2)c1[N+](=O)[O-]. As a reaction SMILES: [Br:1][c:2]1[c:3]([N:12]2[CH2:13][CH2:14][N:15]([CH:18]([c:19]3[cH:20][cH:21][cH:22][cH:23][n:24]3)[CH3:25])[CH2:16][CH2:17]2)[c:4]([N+:9](=[O:10])[O-:11])[c:5]([NH2:8])[n:6][cH:7]1.[Br:53][c:54]1[c:55]([Cl:56])[c:57]([N+:58]([O-:59])=[O:60])[c:61]([NH2:62])[n:63][cH:64]1.[Br:71][c:72]1[cH:73][cH:74][cH:75][cH:76][n:77]1.[CH2:65]1[NH:66][CH2:67][CH2:68][NH:69][CH2:70]1.[CH:84]([OH:85])([CH3:86])[CH3:87].[CH:88]([N:89]([CH2:90][CH3:91])[CH:92]([CH3:93])[CH3:94])([CH3:95])[CH3:96].[Cl:97][CH2:98][Cl:99].[F:46][C:47]([F:48])([F:49])[C:50]([OH:51])=[O:52].[cH:78]1[cH:79][n:80][cH:81][n:82][cH:83]1.[n:26]1[cH:27][n:28][cH:29][c:30]([CH2:32][N:33]2[CH2:34][CH2:35][N:36]([C:37]([O:38][C:39]([CH3:40])([CH3:41])[CH3:42])=[O:43])[CH2:44][CH2:45]2)[cH:31]1>>[Br:1][c:2]1[c:3]([N:12]2[CH2:13][CH2:14][N:15]([CH2:18][c:30]3[cH:29][n:28][cH:27][n:26][cH:31]3)[CH2:16][CH2:17]2)[c:4]([N+:9](=[O:10])[O-:11])[c:5]([NH2:8])[n:6][cH:7]1. Starting materials: FC=1C=C2CC(NC2=CC1)=O (5-Fluoro-1,3-dihydro-2H-indol-2-one), [H-].[Na+] (Sodium hydride), IC (Iodomethane), C1(=CC=C(C=C1)S(=O)(=O)O)C (para toluenesulphonic acid), CN(CCN(C)C)C (tetramethylethylenediamine), ClCCOC1OCCCC1 (2-(2-Chloroethoxy)tetrahydro-2H-pyran), [I-].[Na+] (sodium iodide), C(CCC)[Li] (n-Butyllithium). Solvent: CN1C(CCC1)=O (N-methylpyrrolidone), O (water), O (Water), O1CCCC1 (tetrahydrofuran). Reaction conditions: temperature -75 celsius, time 40 minute. Yields the product FC=1C=C2CC(N(C2=CC1)CCO)=O (5-fluoro-1-(2-hydroxy-1-ethyl)-1,3-dihydro-2H-indol-2-one). Reaction SMILES: [F:1][C:2]1[CH:3]=[C:4]2[C:8](=[CH:9][CH:10]=1)[NH:7][C:6](=[O:11])[CH2:5]2.CN(C)CCN(C)C.C([Li])CCC.IC.[H-].[Na+].Cl[CH2:30][CH2:31][O:32]C1CCCCO1.[I-].[Na+].C1(C)C=CC(S(O)(=O)=O)=CC=1>O1CCCC1.CN1CCCC1=O.O>[F:1][C:2]1[CH:3]=[C:4]2[C:8](=[CH:9][CH:10]=1)[N:7]([CH2:30][CH2:31][OH:32])[C:6](=[O:11])[CH2:5]2 |f:4.5,7.8|. Reported procedure: 5-Fluoro-1,3-dihydro-2H-indol-2-one (2.4 g, 15.9 mmol) (prepared according to the method of Clark et al., Synthesis (1991) 871) was dissolved in freshly distilled tetrahydrofuran with tetramethylethylenediamine (3.7 g, 31.9 mmol) and was cooled to -75° C. under nitrogen. n-Butyllithium (2.4 equivalents) was added and the mixture was stirred at -75° C. for 40 minutes. Iodomethane (9 g, 63 mmol) was added and the mixture was allowed to warm to room temperature. After two hours' stirring at this te...